From a dataset of the Open Reaction Database (ORD), a public repository of structured organic reaction records. describe an organic reaction: reactants, conditions, products, and yield The reactants are CC(C)(C)[Si](C)(C)OCc1cc(C=O)ccc1Cl, CCOP(=O)(CC#N)OCC, C1CCOC1, CC(C)(C)[O-], [K+]. The product is CC(C)(C)[Si](C)(C)OCc1cc(C=CC#N)ccc1Cl. Reaction SMILES: [C:18]([CH3:19])([CH3:20])([CH3:21])[Si:22]([O:23][CH2:24][c:25]1[cH:26][c:27]([CH:28]=[O:29])[cH:30][cH:31][c:32]1[Cl:33])([CH3:34])[CH3:35].[C:1](#[N:2])[CH2:3][P:4](=[O:5])([O:6][CH2:7][CH3:8])[O:9][CH2:10][CH3:11].[CH2:36]1[O:37][CH2:38][CH2:39][CH2:40]1.[CH3:12][C:13]([CH3:14])([O-:15])[CH3:16].[K+:17]>>[C:1](#[N:2])[CH:3]=[CH:28][c:27]1[cH:26][c:25]([CH2:24][O:23][Si:22]([C:18]([CH3:19])([CH3:20])[CH3:21])([CH3:34])[CH3:35])[c:32]([Cl:33])[cH:31][cH:30]1. Reactants: CS(=O)(=O)OCCCCCCCC\C=C/C\C=C/CCCCC (linoleyl methane sulfonate), CCCCCC (hexane), [OH-].[K+] (potassium hydroxide), CN(CC(CO)O)C (3-(dimethylamino)-1,2-propanediol). The solvent is O (water). Conditions: time 19 hour. Product: C(CCCCCCC\C=C/C\C=C/CCCCC)OC(C(C)OCCCCCCCC\C=C/C\C=C/CCCCC)N(C)C (1,2-dilinoleyloxy-N,N-dimethylaminopropane). Reaction SMILES: [CH3:1][CH2:2][CH2:3][CH2:4][CH2:5][CH3:6].[OH-].[K+].[CH3:9][N:10]([CH3:16])[CH2:11][CH:12]([OH:15])[CH2:13]O.CS([O:21][CH2:22][CH2:23][CH2:24][CH2:25][CH2:26][CH2:27][CH2:28][CH2:29]/[CH:30]=[CH:31]\[CH2:32]/[CH:33]=[CH:34]\[CH2:35][CH2:36][CH2:37][CH2:38][CH3:39])(=O)=O>O>[CH2:22]([O:21][CH:11]([N:10]([CH3:16])[CH3:9])[CH:12]([O:15][CH2:1][CH2:2][CH2:3][CH2:4][CH2:5][CH2:6][CH2:22][CH2:23]/[CH:24]=[CH:25]\[CH2:26]/[CH:27]=[CH:28]\[CH2:29][CH2:30][CH2:31][CH2:32][CH3:33])[CH3:13])[CH2:23][CH2:24][CH2:25][CH2:26][CH2:27][CH2:28][CH2:29]/[CH:30]=[CH:31]\[CH2:32]/[CH:33]=[CH:34]\[CH2:35][CH2:36][CH2:37][CH2:38][CH3:39] |f:1.2|. Procedure: In a nitrogen atmosphere, hexane (30 mL), potassium hydroxide (3.1 g, 54.4 mmol), and water (0.6 g: 3 parts by weight relative to 100 parts by weight of hexane) were added to a four-necked flask, and 3-(dimethylamino)-1,2-propanediol (0.72 g, 6.04 mmol: DAP) was dropped under agitation. Thereafter, linoleyl methane sulfonate (5.0 g, 14.5 mmol) was added, and agitation was performed at 40° C. for 19 hours. The reaction was terminated because remaining linoleyl methane sulfonate became 1.0% (degre... The reactants are Cl (hydrochloric acid), C(CS)(=O)OCC (ethyl thioglycolate), 241.5, CN(C=NC=1SC(=C(C1C#N)Cl)C=O)C (N,N-dimethyl-N'-(4-chloro-3-cyano-5-formylthien-2-yl)formamidine), C([O-])([O-])=O.[K+].[K+] (potassium carbonate). Run in O (water), CN(C=O)C (N,N-dimethylformamide). Run at temperature 50 celsius, time 2 hour. Yields the product 284, CN(C=NC1=C(C2=C(S1)C=C(S2)C(=O)OCC)C#N)C (N,N-dimethyl-N'-(3-cyano-5-ethoxycarbonylthieno[3,2-b]thien-2-yl)formamidine). The yield is 93.0%. RXN SMILES: [C:1]([O:5][CH2:6][CH3:7])(=[O:4])[CH2:2][SH:3].[CH3:8][N:9]([CH3:22])[CH:10]=[N:11][C:12]1[S:13][C:14]([CH:20]=O)=[C:15](Cl)[C:16]=1[C:17]#[N:18].C(=O)([O-])[O-].[K+].[K+].Cl>O.CN(C)C=O>[CH3:22][N:9]([CH3:8])[CH:10]=[N:11][C:12]1[S:13][C:14]2[CH:20]=[C:2]([C:1]([O:5][CH2:6][CH3:7])=[O:4])[S:3][C:15]=2[C:16]=1[C:17]#[N:18] |f:2.3.4|. Procedure details: 120 parts of ethyl thioglycolate were added to a mixture of 241.5 parts of N,N-dimethyl-N'-(4-chloro-3-cyano-5-formylthien-2-yl)formamidine, 138 parts of potassium carbonate and 1,400 parts of N,N-dimethylformamide. After the slightly exothermic reaction had died down, the reaction mixture was stirred at 50° C. for 2 hours. 1,000 parts of ice, 1,000 parts of water and 150 parts of concentrated hydrochloric acid were then added. The precipitate was filtered off with suction, washed with water and... Starting materials: C=CC, FB(F)F, F, Oc1ccccc1. Yields the product CC(C)c1ccccc1O. Reaction SMILES: [CH2:8]=[CH:9][CH3:10].[F:11][B:12]([F:13])[F:14].[FH:15].[OH:1][c:2]1[cH:3][cH:4][cH:5][cH:6][cH:7]1>>[OH:1][c:2]1[c:3]([CH:9]([CH3:8])[CH3:10])[cH:4][cH:5][cH:6][cH:7]1. Conditions: time 1 hour. Run in O1CCCC1 (tetrahydrofuran). The product is Cl.Cl.ClC1=CC=C(CN2CCN(CC2)CC=CC2=C(C=C(C=C2)Cl)Cl)C=C1 (1-(4-chlorobenzyl)-4-(2,4-dichlorocinnamyl)piperazine dihydrochloride). The reactants are ClC1=CC=C(CN2CCN(CC2)C(C=CC2=C(C=C(C=C2)Cl)Cl)=O)C=C1 (1-(4-Chlorobenzyl)-4-(2,4-dichlorocinnamoyl)piperazine), Cl (hydrochloric acid), [H-].[Al+3].[Li+].[H-].[H-].[H-] (lithium aluminum hydride), O (water). As a reaction SMILES: [Cl:1][C:2]1[CH:26]=[CH:25][C:5]([CH2:6][N:7]2[CH2:12][CH2:11][N:10]([C:13](=O)[CH:14]=[CH:15][C:16]3[CH:21]=[CH:20][C:19]([Cl:22])=[CH:18][C:17]=3[Cl:23])[CH2:9][CH2:8]2)=[CH:4][CH:3]=1.[H-].[Al+3].[Li+].[H-].[H-].[H-].O.[ClH:34]>O1CCCC1>[ClH:1].[ClH:34].[Cl:1][C:2]1[CH:3]=[CH:4][C:5]([CH2:6][N:7]2[CH2:12][CH2:11][N:10]([CH2:13][CH:14]=[CH:15][C:16]3[CH:21]=[CH:20][C:19]([Cl:22])=[CH:18][C:17]=3[Cl:23])[CH2:9][CH2:8]2)=[CH:25][CH:26]=1 |f:1.2.3.4.5.6,10.11.12|. Reported procedure: 1-(4-Chlorobenzyl)-4-(2,4-dichlorocinnamoyl)piperazine (1.0 g, 2.44 mmole) (the compound prepared in Reference Example 1) is dissolved in anhydrous tetrahydrofuran (10 ml), and thereto is added in portions lithium aluminum hydride (0.1 g, 2.63 mmole) at room temperature. After the addition, the mixture is stirred at room temperature for one hour. After adding water in portions, the reaction mixture is neutralized to approximately neutral with 3N hydrochloric acid, and then is extracted with ethy... The reactants are CC(=O)OC(C)=O, NC1=NC(=O)C2=CC=NC2=N1, c1ccncc1. The product is CC(=O)NC1=NC(=O)C2=CC=NC2=N1. As a reaction SMILES: [CH3:12][C:13](=[O:14])[O:15][C:16](=[O:17])[CH3:18].[NH2:1][C:2]1=[N:3][C:4](=[O:11])[C:5]2=[CH:10][CH:9]=[N:8][C:6]2=[N:7]1.[cH:19]1[cH:20][cH:21][n:22][cH:23][cH:24]1>>[NH:1]([C:2]1=[N:3][C:4](=[O:11])[C:5]2=[CH:10][CH:9]=[N:8][C:6]2=[N:7]1)[C:13]([CH3:12])=[O:14]. Starting materials: CC(=O)O[BH-](OC(C)=O)OC(C)=O, O=C([O-])O, ClCCl, CN1CCC(=O)CC1, CC(=O)O, CN1CCCC1=O, O=C1NC(=O)c2ccc(I)cc2C1=CNc1ccc(N2CCNCC2)cc1, [Na+], [Na+]. The product is CN1CCC(N2CCN(c3ccc(NC=C4C(=O)NC(=O)c5ccc(I)cc54)cc3)CC2)CC1. Reaction SMILES: [C:28]([O:29][BH-:30]([O:31][C:32](=[O:33])[CH3:34])[O:35][C:36](=[O:37])[CH3:38])(=[O:39])[CH3:40].[C:54](=[O:55])([OH:56])[O-:57].[CH2:66]([Cl:67])[Cl:68].[CH3:42][N:43]1[CH2:44][CH2:45][C:46](=[O:49])[CH2:47][CH2:48]1.[CH3:50][C:51](=[O:52])[OH:53].[CH3:59][N:60]1[CH2:61][CH2:62][CH2:63][C:64]1=[O:65].[I:1][c:2]1[cH:3][c:4]2[c:9]([cH:10][cH:11]1)[C:8](=[O:12])[NH:7][C:6](=[O:13])[C:5]2=[CH:14][NH:15][c:16]1[cH:17][cH:18][c:19]([N:22]2[CH2:23][CH2:24][NH:25][CH2:26][CH2:27]2)[cH:20][cH:21]1.[Na+:41].[Na+:58]>>[I:1][c:2]1[cH:3][c:4]2[c:9]([cH:10][cH:11]1)[C:8](=[O:12])[NH:7][C:6](=[O:13])[C:5]2=[CH:14][NH:15][c:16]1[cH:17][cH:18][c:19]([N:22]2[CH2:23][CH2:24][N:25]([CH:46]3[CH2:45][CH2:44][N:43]([CH3:42])[CH2:48][CH2:47]3)[CH2:26][CH2:27]2)[cH:20][cH:21]1. Reactants: CCO, CC(C)(C)OC(=O)N1CCCC1COc1cc([N+](=O)[O-])cc(C(F)(F)F)c1. Yields the product CC(C)(C)OC(=O)N1CCCC1COc1cc(N)cc(C(F)(F)F)c1. Reaction SMILES: [CH3:28][CH2:29][OH:30].[N+:1]([O-:2])(=[O:3])[c:4]1[cH:5][c:6]([O:7][CH2:8][CH:9]2[N:10]([C:14](=[O:15])[O:16][C:17]([CH3:18])([CH3:19])[CH3:20])[CH2:11][CH2:12][CH2:13]2)[cH:21][c:22]([C:24]([F:25])([F:26])[F:27])[cH:23]1>>[NH2:1][c:4]1[cH:5][c:6]([O:7][CH2:8][CH:9]2[N:10]([C:14](=[O:15])[O:16][C:17]([CH3:18])([CH3:19])[CH3:20])[CH2:11][CH2:12][CH2:13]2)[cH:21][c:22]([C:24]([F:25])([F:26])[F:27])[cH:23]1. Reactants: S(O)(O)(=O)=O (sulfuric acid), FC=1C=CC(=NC1)C1=NOC(=C1C(CC=1SC(=CN1)C(=O)O)O)C (2-{2-[3-(5-fluoro-pyridin-2-yl)-5-methyl-isoxazol-4-yl]-2-hydroxy-ethyl}-thiazole-5-carboxylic acid), ice. Run at temperature 90 celsius. Yields the product FC=1C=CC(=NC1)C1=NOC(=C1/C=C/C=1SC(=CN1)C(=O)O)C (2-{(E)-2-[3-(5-Fluoro-pyridin-2-yl)-5-methyl-isoxazol-4-yl]-vinyl}-thiazole-5-carbox-ylic acid). Isolated yield 88.7%. Reaction SMILES: S(=O)(=O)(O)O.[F:6][C:7]1[CH:8]=[CH:9][C:10]([C:13]2[C:17]([CH:18](O)[CH2:19][C:20]3[S:21][C:22]([C:25]([OH:27])=[O:26])=[CH:23][N:24]=3)=[C:16]([CH3:29])[O:15][N:14]=2)=[N:11][CH:12]=1>>[F:6][C:7]1[CH:8]=[CH:9][C:10]([C:13]2[C:17](/[CH:18]=[CH:19]/[C:20]3[S:21][C:22]([C:25]([OH:27])=[O:26])=[CH:23][N:24]=3)=[C:16]([CH3:29])[O:15][N:14]=2)=[N:11][CH:12]=1. Procedure details: Concentrated sulfuric acid (29 mL) was added to 2-{2-[3-(5-fluoro-pyridin-2-yl)-5-methyl-isoxazol-4-yl]-2-hydroxy-ethyl}-thiazole-5-carboxylic acid (1.71 g, 4.9 mmol) then the mixture was heated at 90° C. for 10 min. After cooling to room temperature the mixture was poured into ice (200 g) and the precipitate was filtered off and dried to give the title product (1.44 g, 89%) as a yellow solid. MS: m/e=330.0 [M−H]−.